Dataset: the Open Reaction Database (ORD), a public repository of structured organic reaction records. Task: describe an organic reaction: reactants, conditions, products, and yield Yields the product N#Cc1ccc(C2CCCc3cncn32)cc1. Reactants: CCOC(=O)c1ncc2n1C(c1ccc(C#N)cc1)CCC2, CO, Cl, [Na+], [OH-]. Reaction SMILES: [C:1](#[N:2])[c:3]1[cH:4][cH:5][c:6]([CH:9]2[CH2:10][CH2:11][CH2:12][c:13]3[n:14]2[c:15]([C:18]([O:19][CH2:20][CH3:21])=[O:22])[n:16][cH:17]3)[cH:7][cH:8]1.[CH3:26][OH:27].[ClH:25].[Na+:24].[OH-:23]>>[C:1](#[N:2])[c:3]1[cH:4][cH:5][c:6]([CH:9]2[CH2:10][CH2:11][CH2:12][c:13]3[n:14]2[cH:15][n:16][cH:17]3)[cH:7][cH:8]1. Reaction SMILES: [NH3:1].C.CC.[CH3:5][CH2:6][CH3:7].CCCC.[CH3:12][CH:13]([CH3:15])[CH3:14]>C1CCCCC1.CCCCCCC.CCCCCC.CCCCC>[C:5](#[N:1])[CH:6]=[CH2:7].[C:12](#[N:1])[C:13]([CH3:15])=[CH2:14]. Procedure: The reaction used in the present invention is a gas phase catalytic oxidation reaction of an alkane with ammonia, i.e. an ammoxidation reaction of an alkane. As the alkane, methane, ethane, propane, n-butane, isobutane, pentane, hexane, heptane, or cyclohexane may, for example, be mentioned. Taking the industrial application of the resulting nitrile into consideration, however, it is preferred to employ a C1-4 alkane, particularly propane and/or butane, from a viewpoint such that as the resultin... Run in CCCCC (pentane), CCCCCCC (heptane), CCCCCC (hexane), C1CCCCC1 (cyclohexane). Yields the product nitrile, C(C=C)#N (acrylonitrile), C(C(=C)C)#N (methacrylonitrile). Reactants: CCCC (n-butane), alkane, CCCC (butane), C1-4 alkane, CC (ethane), CCC (propane), CCC (propane), C (methane), alkane, N (ammonia), nitrile, CC(C)C (isobutane), alkane. The reactants are COC(=O)CCCN1CCCC1COc1ccc(Cc2ccc(-c3ccsc3)cc2)cc1, Cl, O. The product is Cl, O=C(O)CCCN1CCCC1COc1ccc(Cc2ccc(-c3ccsc3)cc2)cc1. RXN SMILES: [CH3:1][O:2][C:3]([CH2:4][CH2:5][CH2:6][N:7]1[CH:8]([CH2:12][O:13][c:14]2[cH:15][cH:16][c:17]([CH2:20][c:21]3[cH:22][cH:23][c:24](-[c:27]4[cH:28][s:29][cH:30][cH:31]4)[cH:25][cH:26]3)[cH:18][cH:19]2)[CH2:9][CH2:10][CH2:11]1)=[O:32].[ClH:34].[OH2:33]>>[ClH:34].[O:2]=[C:3]([CH2:4][CH2:5][CH2:6][N:7]1[CH:8]([CH2:12][O:13][c:14]2[cH:15][cH:16][c:17]([CH2:20][c:21]3[cH:22][cH:23][c:24](-[c:27]4[cH:28][s:29][cH:30][cH:31]4)[cH:25][cH:26]3)[cH:18][cH:19]2)[CH2:9][CH2:10][CH2:11]1)[OH:32]. The reactants are FC1=C(C=C(C(=O)OCC)C=C1)C(=O)N1CC2=CC=CC=C2CC1 (ethyl 4-fluoro-3-(1,2,3,4-tetrahydroisoquinoline-2-carbonyl)benzoate), C(CCC)N(C(=O)C1=NNC(=C1Cl)C)CCCC (N,N-dibutyl-4-chloro-5-methyl-1H-pyrazole-3-carboxamide), C(=O)([O-])[O-].[K+].[K+] (K2CO3). Solvent: CN1CCCC1=O (NMP). Run at temperature 125 celsius, time 3 hour. The product is ClC=1C(=NN(C1C)C1=C(C=C(C(=O)OCC)C=C1)C(=O)N1CC2=CC=CC=C2CC1)C(N(CCCC)CCCC)=O (Ethyl 4-(4-chloro-3-(dibutylcarbamoyl)-5-methyl-1H-pyrazol-1-yl)-3-(1,2,3,4-tetrahydroisoquinoline-2-carbonyl)benzoate). Yield: 81.5%. As a reaction SMILES: F[C:2]1[CH:12]=[CH:11][C:5]([C:6]([O:8][CH2:9][CH3:10])=[O:7])=[CH:4][C:3]=1[C:13]([N:15]1[CH2:24][CH2:23][C:22]2[C:17](=[CH:18][CH:19]=[CH:20][CH:21]=2)[CH2:16]1)=[O:14].[CH2:25]([N:29]([CH2:39][CH2:40][CH2:41][CH3:42])[C:30]([C:32]1[C:36]([Cl:37])=[C:35]([CH3:38])[NH:34][N:33]=1)=[O:31])[CH2:26][CH2:27][CH3:28].C([O-])([O-])=O.[K+].[K+]>CN1C(=O)CCC1>[Cl:37][C:36]1[C:32]([C:30](=[O:31])[N:29]([CH2:39][CH2:40][CH2:41][CH3:42])[CH2:25][CH2:26][CH2:27][CH3:28])=[N:33][N:34]([C:2]2[CH:12]=[CH:11][C:5]([C:6]([O:8][CH2:9][CH3:10])=[O:7])=[CH:4][C:3]=2[C:13]([N:15]2[CH2:24][CH2:23][C:22]3[C:17](=[CH:18][CH:19]=[CH:20][CH:21]=3)[CH2:16]2)=[O:14])[C:35]=1[CH3:38] |f:2.3.4|. Reported procedure: To a solution of ethyl 4-fluoro-3-(1,2,3,4-tetrahydroisoquinoline-2-carbonyl)benzoate (645 mg, 1.97 mmol) and N,N-dibutyl-4-chloro-5-methyl-1H-pyrazole-3-carboxamide (1.07 g, 3.94 mmol) in NMP (9.9 mL) was added K2CO3 (1.09 g, 7.88 mmol). The resulting reaction mixture was stirred at 125° C. for 3 h, cooled to room temperature and quenched with 10% aq. LiCl solution. The solution was extracted with EtOAc (3×) and the combined organic extracts were washed with 10% LiCl (3×), dried over Na2SO4, fi... Starting materials: C(=C)OC(=O)N1C[C@@H]2C[C@@H]3[C@](C[C@@H]([C@@]4([C@]5(C=CC(C=C5[C@H](C[C@@H]34)F)=O)C)F)O)([C@@]2(C1)C(CSC)=O)C ((4aS,4bR,5S,6aS,6bS,9aR,10aS,10bS,12S)-4b,12-Difluoro-5-hydroxy-4a,6a-dimethyl-6b-(2-methylsulfanyl-acetyl)-2-oxo-2,4b,5,6,6a,6b,7,9,9a,10,10a,10b,11,12-tetradecahydro-4aH-8-aza-pentaleno[2,1-a]phenanthrene-8-carboxylic acid vinyl ester), Cl (HCl), O1CCOCC1 (Dioxane). The solvent is C(Cl)Cl (DCM). Conditions: time 2 hour. The product is Cl.F[C@@]12[C@H](C[C@]3([C@H]([C@@H]2C[C@@H](C2=CC(C=C[C@]12C)=O)F)C[C@H]1CNC[C@]13C(CSC)=O)C)O ((4aS,4bR,5S,6aS,6bS,9aR,10aS,10bS,12S)-4b,12-Difluoro-5-hydroxy-4a,6a-dimethyl-6b-(2-methylsulfanyl-acetyl)-4b,5,6,6a,6b,7,8,9,9a,10,10a,10b,11,12-tetradecahydro-4aH-8-aza-pentaleno[2,1-a]phenanthren-2-one hydrochloride). Isolated yield 93.0%. Reaction SMILES: C(OC([N:6]1[CH2:30][C@:29]2([C:31](=[O:35])[CH2:32][S:33][CH3:34])[C@@H:8]([CH2:9][C@H:10]3[C@H:23]4[C@@:14]([F:27])([C@:15]5([CH3:26])[C:20]([C@@H:21]([F:24])[CH2:22]4)=[CH:19][C:18](=[O:25])[CH:17]=[CH:16]5)[C@@H:13]([OH:28])[CH2:12][C@@:11]32[CH3:36])[CH2:7]1)=O)=C.[ClH:37].O1CCOCC1>C(Cl)Cl>[ClH:37].[F:27][C@@:14]12[C@:15]3([CH3:26])[C:20](=[CH:19][C:18](=[O:25])[CH:17]=[CH:16]3)[C@@H:21]([F:24])[CH2:22][C@H:23]1[C@@H:10]1[CH2:9][C@@H:8]3[C@:29]([C:31](=[O:35])[CH2:32][S:33][CH3:34])([C@@:11]1([CH3:36])[CH2:12][C@@H:13]2[OH:28])[CH2:30][NH:6][CH2:7]3 |f:4.5|. Procedure: A mixture of compound 185 (122 mg, 0.234 mmol) and HCl 4M in Dioxane (2 ml, 8.00 mmol) in DCM (10 ml) is stirred at RT for 2 hours, then the solvent is evaporated and the crude is dried in vacuo for 16 hours. MeOH (15 ml) is added and the solution is stirred at 45° C. for 20 minutes. The solvent is evaporated to afford the title compound (106 mg, 93% yield). Starting materials: O1COC2=C1C=CC(=C2)C2(CC2)C(=O)NC=2C=C1C=C(NC1=CC2)C(C)(C)C (1-(benzo[d][1,3]dioxol-5-yl)-N-(2-tert-butyl-1H-indol-5-yl)cyclopropane carboxamide), N(=O)[O-].[Na+] (NaNO2). The solvent is CC(=O)O (AcOH), O (H2O). Reaction conditions: temperature 45 celsius. Product: NC1=C(NC2=CC=C(C=C12)NC(=O)C1(CC1)C1=CC2=C(OCO2)C=C1)C(C)(C)C (N-(3-Amino-2-tert-butyl-1H-indol-5-yl)-1-(benzo[d][1,3]dioxol-5-yl)cyclopropanecarboxamide). RXN SMILES: [O:1]1[C:5]2[CH:6]=[CH:7][C:8]([C:10]3([C:13]([NH:15][C:16]4[CH:17]=[C:18]5[C:22](=[CH:23][CH:24]=4)[NH:21][C:20]([C:25]([CH3:28])([CH3:27])[CH3:26])=[CH:19]5)=[O:14])[CH2:12][CH2:11]3)=[CH:9][C:4]=2[O:3][CH2:2]1.[N:29]([O-])=O.[Na+]>CC(O)=O.O>[NH2:29][C:19]1[C:18]2[C:22](=[CH:23][CH:24]=[C:16]([NH:15][C:13]([C:10]3([C:8]4[CH:7]=[CH:6][C:5]5[O:1][CH2:2][O:3][C:4]=5[CH:9]=4)[CH2:12][CH2:11]3)=[O:14])[CH:17]=2)[NH:21][C:20]=1[C:25]([CH3:28])([CH3:27])[CH3:26] |f:1.2|. Procedure details: A solution of 1-(benzo[d][1,3]dioxol-5-yl)-N-(2-tert-butyl-1H-indol-5-yl)cyclopropane carboxamide (50 mg, 0.13 mmol) was dissolved in AcOH (2 mL) and warmed to 45° C. To the mixture was added a solution of NaNO2 (9 mg) in H2O (0.03 mL). The mixture was allowed to stir for 30 mm at 45° C. before the precipitate was collected and washed with Et2O. This material was used in the next step without further purification. To the crude material, 1-(benzo[d][1,3]dioxol-5-yl)-N-(2-tert-butyl-3-nitroso-1H-i... As a reaction SMILES: [CH3:19][OH:20].[NH2:1][c:2]1[cH:3][c:4]([S:11](=[O:12])(=[O:13])[CH2:14][C:15](=[O:16])[O:17][CH3:18])[cH:5][cH:6][c:7]1[N+:8]([O-:9])=[O:10]>>[NH2:1][c:2]1[cH:3][c:4]([S:11](=[O:12])(=[O:13])[CH2:14][C:15](=[O:16])[O:17][CH3:18])[cH:5][cH:6][c:7]1[NH2:8]. Product: COC(=O)CS(=O)(=O)c1ccc(N)c(N)c1. Reactants: CO, COC(=O)CS(=O)(=O)c1ccc([N+](=O)[O-])c(N)c1.